Dataset: the Open Reaction Database (ORD), a public repository of structured organic reaction records. Task: describe an organic reaction: reactants, conditions, products, and yield The reactants are COc1ccc(CN(Cc2ccc(OC)cc2)c2ncc(-c3nc(N4CCOCC4)nc4c3CCN4c3ccc(C(=O)O)cc3)cn2)cc1, OCCN1CCNCC1. The product is COc1ccc(CN(Cc2ccc(OC)cc2)c2ncc(-c3nc(N4CCOCC4)nc4c3CCN4c3ccc(C(=O)N4CCN(CCO)CC4)cc3)cn2)cc1. As a reaction SMILES: [CH3:1][O:2][c:3]1[cH:4][cH:5][c:6]([CH2:7][N:8]([c:9]2[n:10][cH:11][c:12](-[c:15]3[c:16]4[c:17]([n:18][c:19]([N:21]5[CH2:22][CH2:23][O:24][CH2:25][CH2:26]5)[n:20]3)[N:27]([c:30]3[cH:31][cH:32][c:33]([C:34](=[O:35])[OH:36])[cH:37][cH:38]3)[CH2:28][CH2:29]4)[cH:13][n:14]2)[CH2:39][c:40]2[cH:41][cH:42][c:43]([O:46][CH3:47])[cH:44][cH:45]2)[cH:48][cH:49]1.[N:50]1([CH2:56][CH2:57][OH:58])[CH2:51][CH2:52][NH:53][CH2:54][CH2:55]1>>[CH3:1][O:2][c:3]1[cH:4][cH:5][c:6]([CH2:7][N:8]([c:9]2[n:10][cH:11][c:12](-[c:15]3[c:16]4[c:17]([n:18][c:19]([N:21]5[CH2:22][CH2:23][O:24][CH2:25][CH2:26]5)[n:20]3)[N:27]([c:30]3[cH:31][cH:32][c:33]([C:34](=[O:35])[N:53]5[CH2:52][CH2:51][N:50]([CH2:56][CH2:57][OH:58])[CH2:55][CH2:54]5)[cH:37][cH:38]3)[CH2:28][CH2:29]4)[cH:13][n:14]2)[CH2:39][c:40]2[cH:41][cH:42][c:43]([O:46][CH3:47])[cH:44][cH:45]2)[cH:48][cH:49]1. Reactants: C#CCO, ClC(Cl)Cl, CCN(C(C)C)C(C)C, Clc1ccc(I)cc1Cl, [Cu]I, C1CCOC1, O=C(C=Cc1ccccc1)C=Cc1ccccc1, O=C(C=Cc1ccccc1)C=Cc1ccccc1, O=C(C=Cc1ccccc1)C=Cc1ccccc1, [Pd], [Pd], c1ccc(P(c2ccccc2)c2ccccc2)cc1. The product is OCC#Cc1ccc(Cl)c(Cl)c1. Reaction SMILES: [CH2:29]([C:30]#[CH:31])[OH:32].[CH:100]([Cl:101])([Cl:102])[Cl:103].[CH:33]([N:34]([CH:35]([CH3:36])[CH3:37])[CH2:38][CH3:39])([CH3:40])[CH3:41].[Cl:1][c:2]1[cH:3][c:4]([I:9])[cH:5][cH:6][c:7]1[Cl:8].[Cu:42][I:43].[O:104]1[CH2:105][CH2:106][CH2:107][CH2:108]1.[O:46]=[C:47]([CH:48]=[CH:49][c:50]1[cH:51][cH:52][cH:53][cH:54][cH:55]1)[CH:56]=[CH:57][c:58]1[cH:59][cH:60][cH:61][cH:62][cH:63]1.[O:64]=[C:65]([CH:66]=[CH:67][c:68]1[cH:69][cH:70][cH:71][cH:72][cH:73]1)[CH:74]=[CH:75][c:76]1[cH:77][cH:78][cH:79][cH:80][cH:81]1.[O:82]=[C:83]([CH:84]=[CH:85][c:86]1[cH:87][cH:88][cH:89][cH:90][cH:91]1)[CH:92]=[CH:93][c:94]1[cH:95][cH:96][cH:97][cH:98][cH:99]1.[Pd:44].[Pd:45].[c:10]1([P:11]([c:12]2[cH:13][cH:14][cH:15][cH:16][cH:17]2)[c:18]2[cH:19][cH:20][cH:21][cH:22][cH:23]2)[cH:24][cH:25][cH:26][cH:27][cH:28]1>>[Cl:1][c:2]1[cH:3][c:4]([C:31]#[C:30][CH2:29][OH:32])[cH:5][cH:6][c:7]1[Cl:8]. The reactants are COC(=O)CCc1cc(CCc2csc(NC(C)=O)n2)cs1, O=C([O-])C(O)C(O)C(=O)[O-], CC(C)C[Al+]CC(C)C, [H-], [K+], [Na+], C1CCOC1. Product: CC(=O)Nc1nc(CCc2csc(CCCO)c2)cs1. Reaction SMILES: [C:1]([CH3:2])(=[O:3])[NH:4][c:5]1[s:6][cH:7][c:8]([CH2:10][CH2:11][c:12]2[cH:13][c:14]([CH2:17][CH2:18][C:19](=[O:20])[O:21][CH3:22])[s:15][cH:16]2)[n:9]1.[C:33]([CH:34]([CH:35]([C:36]([O-:37])=[O:38])[OH:39])[OH:40])([O-:41])=[O:42].[CH2:24]([Al+:25][CH2:26][CH:27]([CH3:28])[CH3:29])[CH:30]([CH3:31])[CH3:32].[H-:23].[K+:44].[Na+:43].[O:45]1[CH2:46][CH2:47][CH2:48][CH2:49]1>>[C:1]([CH3:2])(=[O:3])[NH:4][c:5]1[s:6][cH:7][c:8]([CH2:10][CH2:11][c:12]2[cH:13][c:14]([CH2:17][CH2:18][CH2:19][OH:20])[s:15][cH:16]2)[n:9]1.